Task: describe an organic reaction: reactants, conditions, products, and yield. Dataset: the Open Reaction Database (ORD), a public repository of structured organic reaction records Reaction conditions: time 10 hour. The solvent is N1=CC=CC=C1 (pyridine), O (water). As a reaction SMILES: [O:1]1[CH2:5][CH2:4][CH:3]([NH2:6])[CH2:2]1.[N+:7]([C:10]1[CH:11]=[C:12]([CH:16]=[CH:17][CH:18]=1)[C:13](O)=[O:14])([O-:9])=[O:8].CCN=C=NCCCN(C)C.Cl>N1C=CC=CC=1.O>[N+:7]([C:10]1[CH:11]=[C:12]([CH:16]=[CH:17][CH:18]=1)[C:13]([NH:6][CH:3]1[CH2:4][CH2:5][O:1][CH2:2]1)=[O:14])([O-:9])=[O:8] |f:2.3|. Reported procedure: Tetrahydrofuran-3-amine (0.1 g, 1.148 mmol) and 3-nitrobenzoic acid (0.192 g, 1.148 mmol) were taken in pyridine (2 ml), to the mixture EDC.HCl (0.220 g, 1.148 mmol) was added, the reaction mixture was stirred under nitrogen for 10 hrs at room temperature. The reaction mixture was diluted with cold water (15 ml), extracted with ethyl acetate (2×10 ml). Combined organic layer was washed with satd. aq. sod bicarbonate and dil HCl, the organic layer was dried over sodium sulfate and concentrated un... Product: [N+](=O)([O-])C=1C=C(C(=O)NC2COCC2)C=CC1 (3-Nitro-N-(tetrahydrofuran-3-yl)benzamide). Starting materials: O1CC(CC1)N (Tetrahydrofuran-3-amine), [N+](=O)([O-])C=1C=C(C(=O)O)C=CC1 (3-nitrobenzoic acid), CCN=C=NCCCN(C)C.Cl (EDC.HCl). The yield is 88.5%. Starting materials: CC(C)(C)c1ccc(CC2NC(=O)OC2c2cccc(Cl)c2)cc1, CCO, [Na+], [OH-], O. The product is CC(C)(C)c1ccc(CC(N)C(O)c2cccc(Cl)c2)cc1. RXN SMILES: [C:1]([CH3:2])([CH3:3])([CH3:4])[c:5]1[cH:6][cH:7][c:8]([CH2:9][CH:10]2[NH:11][C:12](=[O:22])[O:13][CH:14]2[c:15]2[cH:16][c:17]([Cl:21])[cH:18][cH:19][cH:20]2)[cH:23][cH:24]1.[CH3:28][CH2:29][OH:30].[Na+:26].[OH-:25].[OH2:27]>>[C:1]([CH3:2])([CH3:3])([CH3:4])[c:5]1[cH:6][cH:7][c:8]([CH2:9][CH:10]([NH2:11])[CH:14]([OH:13])[c:15]2[cH:16][c:17]([Cl:21])[cH:18][cH:19][cH:20]2)[cH:23][cH:24]1.